Dataset: the Open Reaction Database (ORD), a public repository of structured organic reaction records. Task: describe an organic reaction: reactants, conditions, products, and yield Reactants: CCO, O=C(O)COc1ccc(C(=O)c2cccs2)c(Cl)c1Cl, NCCCCC(N)C(=O)O, O. Product: O=C([O-])COc1ccc(C(=O)c2cccs2)c(Cl)c1Cl, NCCCCC(N)C(=O)O. As a reaction SMILES: [CH3:32][CH2:33][OH:34].[Cl:1][c:2]1[c:3]([O:4][CH2:5][C:6](=[O:7])[OH:8])[cH:9][cH:10][c:11]([C:14](=[O:15])[c:16]2[s:17][cH:18][cH:19][cH:20]2)[c:12]1[Cl:13].[NH2:22][CH2:23][CH2:24][CH2:25][CH2:26][CH:27]([NH2:28])[C:29]([OH:30])=[O:31].[OH2:21]>>[Cl:1][c:2]1[c:3]([O:4][CH2:5][C:6](=[O:7])[O-:8])[cH:9][cH:10][c:11]([C:14](=[O:15])[c:16]2[s:17][cH:18][cH:19][cH:20]2)[c:12]1[Cl:13].[NH2:22][CH2:23][CH2:24][CH2:25][CH2:26][CH:27]([NH2:28])[C:29](=[O:30])[OH:31].